This data is from the Open Reaction Database (ORD), a public repository of structured organic reaction records. The task is: describe an organic reaction: reactants, conditions, products, and yield Reactants: Cc1cccc(C)c1N(CC(C)NCCO)S(C)(=O)=O, Cl. Yields the product Cc1cccc(C)c1N(CC(C)NCCCl)S(C)(=O)=O. RXN SMILES: [CH3:1][c:2]1[c:3]([N:9]([S:10](=[O:11])(=[O:12])[CH3:13])[CH2:14][CH:15]([CH3:16])[NH:17][CH2:18][CH2:19][OH:20])[c:4]([CH3:8])[cH:5][cH:6][cH:7]1.[ClH:21]>>[CH3:1][c:2]1[c:3]([N:9]([S:10](=[O:11])(=[O:12])[CH3:13])[CH2:14][CH:15]([CH3:16])[NH:17][CH2:18][CH2:19][Cl:21])[c:4]([CH3:8])[cH:5][cH:6][cH:7]1. The reactants are BrCCBr, O=C([O-])[O-], CN(C)C=O, O=[N+]([O-])c1ccc(F)c(F)c1O, [K+], [K+]. Product: O=[N+]([O-])c1ccc(F)c(F)c1OCCBr. Reaction SMILES: [Br:13][CH2:14][CH2:15][Br:16].[C:17](=[O:18])([O-:19])[O-:20].[CH3:23][N:24]([CH3:25])[CH:26]=[O:27].[F:1][c:2]1[c:3]([OH:12])[c:4]([N+:9](=[O:10])[O-:11])[cH:5][cH:6][c:7]1[F:8].[K+:21].[K+:22]>>[F:1][c:2]1[c:3]([O:12][CH2:15][CH2:14][Br:13])[c:4]([N+:9](=[O:10])[O-:11])[cH:5][cH:6][c:7]1[F:8]. Reactants: Cc1ccccc1, Cc1ccc(NC(=O)CC2(NC(=O)Nc3ccc(C)cc3)C(=O)N(CC=O)c3ccccc32)cc1, OCCO, Cc1ccc(S(=O)(=O)O)cc1. Yields the product Cc1ccc(NC(=O)CC2(NC(=O)Nc3ccc(C)cc3)C(=O)N(CC3OCCO3)c3ccccc32)cc1. RXN SMILES: [CH3:51][c:52]1[cH:53][cH:54][cH:55][cH:56][cH:57]1.[CH:1](=[O:2])[CH2:3][N:4]1[C:5](=[O:35])[C:6]([NH:13][C:14](=[O:15])[NH:16][c:17]2[cH:18][cH:19][c:20]([CH3:23])[cH:21][cH:22]2)([CH2:24][C:25](=[O:26])[NH:27][c:28]2[cH:29][cH:30][c:31]([CH3:34])[cH:32][cH:33]2)[c:7]2[cH:8][cH:9][cH:10][cH:11][c:12]21.[OH:36][CH2:37][CH2:38][OH:39].[c:40]1([CH3:41])[cH:42][cH:43][c:44]([S:45]([OH:46])(=[O:47])=[O:48])[cH:49][cH:50]1>>[CH:1]1([CH2:3][N:4]2[C:5](=[O:35])[C:6]([NH:13][C:14](=[O:15])[NH:16][c:17]3[cH:18][cH:19][c:20]([CH3:23])[cH:21][cH:22]3)([CH2:24][C:25](=[O:26])[NH:27][c:28]3[cH:29][cH:30][c:31]([CH3:34])[cH:32][cH:33]3)[c:7]3[cH:8][cH:9][cH:10][cH:11][c:12]32)[O:2][CH2:38][CH2:37][O:36]1. Reactants: ClC1=CC(=C(CN2N=CC3=CC(=CC=C23)\C=C/2\C(NC(S2)=O)=O)C=C1)C(F)(F)F ((5Z)-5-({1-[4-chloro-2-(trifluoromethyl)benzyl]-1H-indazol-5-yl}methylidene)-2,4-dioxo-1,3-thiazolidine), BrC/C=C/C(=O)OC (methyl 4-bromocrotonate). The product is COC(\C=C\CN1C(S\C(\C1=O)=C/C=1C=C2C=NN(C2=CC1)CC1=C(C=C(C=C1)Cl)C(F)(F)F)=O)=O ((2E)-4-[(5Z)-5-({1-[4-Chloro-2-(trifluoromethyl)benzyl]-1H-indazol-5-yl}methylidene)-2,4-dioxo-1,3-thiazolidin-3-yl]but-2-enoic acid methyl ester). RXN SMILES: [Cl:1][C:2]1[CH:25]=[CH:24][C:5]([CH2:6][N:7]2[C:15]3[C:10](=[CH:11][C:12](/[CH:16]=[C:17]4/[C:18](=[O:23])[NH:19][C:20](=[O:22])[S:21]/4)=[CH:13][CH:14]=3)[CH:9]=[N:8]2)=[C:4]([C:26]([F:29])([F:28])[F:27])[CH:3]=1.Br[CH2:31]/[CH:32]=[CH:33]/[C:34]([O:36][CH3:37])=[O:35]>>[CH3:37][O:36][C:34](=[O:35])/[CH:33]=[CH:32]/[CH2:31][N:19]1[C:18](=[O:23])/[C:17](=[CH:16]/[C:12]2[CH:11]=[C:10]3[C:15](=[CH:14][CH:13]=2)[N:7]([CH2:6][C:5]2[CH:24]=[CH:25][C:2]([Cl:1])=[CH:3][C:4]=2[C:26]([F:27])([F:29])[F:28])[N:8]=[CH:9]3)/[S:21][C:20]1=[O:22]. Procedure: (2E)-4-[(5Z)-5-({1-[4-Chloro-2-(trifluoromethyl)benzyl]-1H-indazol-5-yl}methylidene)-2,4-dioxo-1,3-thiazolidin-3-yl]but-2-enoic acid methyl ester was prepared from [(5Z)-5-({1-[4-chloro-2-(trifluoromethyl)benzyl]-1H-indazol-5-yl}methylidene)-2,4-dioxo-1,3-thiazolidine (from Example 1) and methyl 4-bromocrotonate following General Procedure S.